The task is: describe an organic reaction: reactants, conditions, products, and yield. This data is from the Open Reaction Database (ORD), a public repository of structured organic reaction records. The reactants are CC(C)(C)OC(=O)N1CCCC(NCc2cc(C(F)(F)F)cc(C(F)(F)F)c2)c2cc(C(F)(F)F)ccc21, CC(=O)Cl, ClCCl, c1ccncc1. Yields the product CC(=O)N(Cc1cc(C(F)(F)F)cc(C(F)(F)F)c1)C1CCCN(C(=O)OC(C)(C)C)c2ccc(C(F)(F)F)cc21. Reaction SMILES: [C:11]([CH3:12])([CH3:13])([CH3:14])[O:15][C:16](=[O:17])[N:18]1[c:19]2[c:20]([cH:41][c:42]([C:45]([F:46])([F:47])[F:48])[cH:43][cH:44]2)[CH:21]([NH:25][CH2:26][c:27]2[cH:28][c:29]([C:37]([F:38])([F:39])[F:40])[cH:30][c:31]([C:33]([F:34])([F:35])[F:36])[cH:32]2)[CH2:22][CH2:23][CH2:24]1.[CH3:1][C:2]([Cl:3])=[O:4].[Cl:49][CH2:50][Cl:51].[cH:5]1[cH:6][cH:7][n:8][cH:9][cH:10]1>>[CH3:1][C:2](=[O:4])[N:25]([CH:21]1[c:20]2[c:19]([cH:44][cH:43][c:42]([C:45]([F:46])([F:47])[F:48])[cH:41]2)[N:18]([C:16]([O:15][C:11]([CH3:12])([CH3:13])[CH3:14])=[O:17])[CH2:24][CH2:23][CH2:22]1)[CH2:26][c:27]1[cH:28][c:29]([C:37]([F:38])([F:39])[F:40])[cH:30][c:31]([C:33]([F:34])([F:35])[F:36])[cH:32]1. Reactants: N([C@@H](CCCNC(N)=N)C(=O)N[C@@H](CCCNC(N)=N)C(=O)N1[C@H](C(=O)N[C@@H](CC2=CC=CC=C2)C(=O)N[C@@H](CC2=CNC=N2)C(=O)N[C@@H](CC(C)C)[C@@H](O)CC(=O)N[C@@H]([C@@H](C)CC)C(=O)N[C@@H](CC2=CNC=N2)C(=O)N[C@@H](CCCCNC(=O)OC(C)(C)C)C(=O)OC)CCC1)C(=O)OCC1=CC=CC=C1 (Z-Arg-Arg-Pro-Phe-His-Sta-Ile-His-Lys(Boc)-OMe). The solvent is C(=O)(C(F)(F)F)O (TFA). Run at time 25 minute. The product is N([C@@H](CCCNC(N)=N)C(=O)N[C@@H](CCCNC(N)=N)C(=O)N1[C@H](C(=O)N[C@@H](CC2=CC=CC=C2)C(=O)N[C@@H](CC2=CNC=N2)C(=O)N[C@@H](CC(C)C)[C@@H](O)CC(=O)N[C@@H]([C@@H](C)CC)C(=O)N[C@@H](CC2=CNC=N2)C(=O)N[C@@H](CCCCN)C(=O)OC)CCC1)C(=O)OCC1=CC=CC=C1 (Z-Arg-Arg-Pro-Phe-His-Sta-Ile-His-Lys-OMe). Reaction SMILES: [NH:1]([C:98]([O:100][CH2:101][C:102]1[CH:107]=[CH:106][CH:105]=[CH:104][CH:103]=1)=[O:99])[C@H:2]([C:10]([NH:12][C@H:13]([C:21]([N:23]1[CH2:97][CH2:96][CH2:95][C@H:24]1[C:25]([NH:27][C@H:28]([C:36]([NH:38][C@H:39]([C:46]([NH:48][C@H:49]([C@H:54]([CH2:56][C:57]([NH:59][C@H:60]([C:65]([NH:67][C@H:68]([C:75]([NH:77][C@H:78]([C:91]([O:93][CH3:94])=[O:92])[CH2:79][CH2:80][CH2:81][CH2:82][NH:83]C(OC(C)(C)C)=O)=[O:76])[CH2:69][C:70]1[N:74]=[CH:73][NH:72][CH:71]=1)=[O:66])[C@H:61]([CH2:63][CH3:64])[CH3:62])=[O:58])[OH:55])[CH2:50][CH:51]([CH3:53])[CH3:52])=[O:47])[CH2:40][C:41]1[N:45]=[CH:44][NH:43][CH:42]=1)=[O:37])[CH2:29][C:30]1[CH:35]=[CH:34][CH:33]=[CH:32][CH:31]=1)=[O:26])=[O:22])[CH2:14][CH2:15][CH2:16][NH:17][C:18](=[NH:20])[NH2:19])=[O:11])[CH2:3][CH2:4][CH2:5][NH:6][C:7](=[NH:9])[NH2:8]>C(O)(C(F)(F)F)=O>[NH:1]([C:98]([O:100][CH2:101][C:102]1[CH:103]=[CH:104][CH:105]=[CH:106][CH:107]=1)=[O:99])[C@H:2]([C:10]([NH:12][C@H:13]([C:21]([N:23]1[CH2:97][CH2:96][CH2:95][C@H:24]1[C:25]([NH:27][C@H:28]([C:36]([NH:38][C@H:39]([C:46]([NH:48][C@H:49]([C@H:54]([CH2:56][C:57]([NH:59][C@H:60]([C:65]([NH:67][C@H:68]([C:75]([NH:77][C@H:78]([C:91]([O:93][CH3:94])=[O:92])[CH2:79][CH2:80][CH2:81][CH2:82][NH2:83])=[O:76])[CH2:69][C:70]1[N:74]=[CH:73][NH:72][CH:71]=1)=[O:66])[C@H:61]([CH2:63][CH3:64])[CH3:62])=[O:58])[OH:55])[CH2:50][CH:51]([CH3:53])[CH3:52])=[O:47])[CH2:40][C:41]1[N:45]=[CH:44][NH:43][CH:42]=1)=[O:37])[CH2:29][C:30]1[CH:35]=[CH:34][CH:33]=[CH:32][CH:31]=1)=[O:26])=[O:22])[CH2:14][CH2:15][CH2:16][NH:17][C:18](=[NH:19])[NH2:20])=[O:11])[CH2:3][CH2:4][CH2:5][NH:6][C:7](=[NH:8])[NH2:9]. Procedure: 100 mg of Z-Arg-Arg-Pro-Phe-His-Sta-Ile-His-Lys(Boc)-OMe (Example 4) are dissolved in 500 μl of 95% strength TFA, the whole is left to stand for 25 minutes, and precipitation is effected by the addition of 5 ml of diisopropyl ether. The precipitate is filtered off, dried, dissolved in 2 ml of H2O and, in order to be converted into the acetate, filtered slowly through a column (φ=1 cm, length=8 cm) of weakly basic ion exchanger in acetate form. The eluate is concentrated and lyophilised, yielding... The reactants are ClC=1C=C(C=CC1C(C(C(F)(F)F)(C=1C=NC2=CC=CC=C2C1)O)C)O (3-chloro-4-(3,3,3-trifluoro-2-hydroxy-1-methyl-2-quinolin-3-yl-propyl)-phenol), COC(CC1=CC(=CC=C1)CCl)=O ((3-chloromethyl-phenyl)-acetic acid methyl ester). Yields the product COC(CC1=CC(=CC=C1)COC1=CC(=C(C=C1)C(C(C(F)(F)F)(C=1C=NC2=CC=CC=C2C1)O)C)Cl)=O ({3-[3-chloro-4-(3,3,3-trifluoro-2-hydroxy-1-methyl-2-quinolin-3-yl-propyl)-phenoxymethyl]-phenyl}-acetic acid methyl ester). Reaction SMILES: [Cl:1][C:2]1[CH:3]=[C:4]([OH:26])[CH:5]=[CH:6][C:7]=1[CH:8]([CH3:25])[C:9]([OH:24])([C:14]1[CH:15]=[N:16][C:17]2[C:22]([CH:23]=1)=[CH:21][CH:20]=[CH:19][CH:18]=2)[C:10]([F:13])([F:12])[F:11].[CH3:27][O:28][C:29](=[O:39])[CH2:30][C:31]1[CH:36]=[CH:35][CH:34]=[C:33]([CH2:37]Cl)[CH:32]=1>>[CH3:27][O:28][C:29](=[O:39])[CH2:30][C:31]1[CH:36]=[CH:35][CH:34]=[C:33]([CH2:37][O:26][C:4]2[CH:5]=[CH:6][C:7]([CH:8]([CH3:25])[C:9]([OH:24])([C:14]3[CH:15]=[N:16][C:17]4[C:22]([CH:23]=3)=[CH:21][CH:20]=[CH:19][CH:18]=4)[C:10]([F:11])([F:13])[F:12])=[C:2]([Cl:1])[CH:3]=2)[CH:32]=1. Procedure details: In analogy to Example 140, step 6, 3-chloro-4-(3,3,3-trifluoro-2-hydroxy-1-methyl-2-quinolin-3-yl-propyl)-phenol (Example 140, step 5) was reacted with (3-chloromethyl-phenyl)-acetic acid methyl ester to give {3-[3-chloro-4-(3,3,3-trifluoro-2-hydroxy-1-methyl-2-quinolin-3-yl-propyl)-phenoxymethyl]-phenyl}-acetic acid methyl ester. This compound was hydrolyzed in analogy to Example 141 to give the title compound as an off-white solid. MS (m/e)=530.1 [M+H+]. The reactants are CC(C)Br, CCc1n[nH]c2cc(C(=O)OC)ccc12. The product is CCc1nn(C(C)C)c2cc(C(=O)OC)ccc12. As a reaction SMILES: [Br:16][CH:17]([CH3:18])[CH3:19].[CH3:1][O:2][C:3](=[O:4])[c:5]1[cH:6][cH:7][c:8]2[c:9]([CH2:14][CH3:15])[n:10][nH:11][c:12]2[cH:13]1>>[CH3:1][O:2][C:3](=[O:4])[c:5]1[cH:6][cH:7][c:8]2[c:9]([CH2:14][CH3:15])[n:10][n:11]([CH:17]([CH3:18])[CH3:19])[c:12]2[cH:13]1. Reactants: alkoxyl, aldehyde, formula II, N1C(=O)N=C(N)C=C1 (cytosine), aminoaryl, hydroxyalkyl, halogen, CO (methanol), [BH4-].[Na+] (NaBH4), aryl, alkyl, aminoalkyl, imine, II, aminoalkyl, alcohol, N1C(=O)N=C(N)C=C1 (cytosine), Cl (hydrochloric acid), aryloxyl, aromatic or alkyl aldehyde, aryl, alkyl. Run in C(C)O (ethanol), C(C)(=O)OCC (ethyl acetate), C(CCC)O (butanol). Yields the product Cl.N1C(=O)N=C(N)C=C1 (cytosine hydrochloride), N1C(=O)N=C(N)C=C1 (cytosine). RXN SMILES: [NH:1]1[CH:8]=[CH:7][C:5]([NH2:6])=[N:4][C:2]1=[O:3].CO.[BH4-].[Na+].[ClH:13]>C(OCC)(=O)C.C(O)CCC.C(O)C>[ClH:13].[NH:1]1[CH:8]=[CH:7][C:5]([NH2:6])=[N:4][C:2]1=[O:3].[NH:1]1[CH:8]=[CH:7][C:5]([NH2:6])=[N:4][C:2]1=[O:3] |f:2.3,8.9|. Reported procedure: where R1 is H, R3, R4, 2′-deoxyribosyl, R4 is alkyl or aryl, X is N or C, wherein if X in the analogue of formula I is N, then R5 is no substituent and if X in the analogue of formula I and/or II is C or if X in the analogue of formula II is N, then R5 and R6 are independently alkyl, aryl, hydroxyalkyl, aminoalkyl, hydroxyl, carboxyl, amino group, alkoxyl, aryloxyl, aminoalkyl, aminoaryl, thio group, sulfonyl, sulfinyl or halogen, wherein cytosine and aromatic or alkyl aldehyde in the quantity o...